This data is from the Open Reaction Database (ORD), a public repository of structured organic reaction records. The task is: describe an organic reaction: reactants, conditions, products, and yield Reactants: COC(C[C@@]1(C[C@@H](CC1)C)CN=C=O)=O (((1R,3R)-1-Isocyanatomethyl-3-methyl-cyclopentyl)-acetic acid methyl ester), CO (methanol), C1(=CC=CC=C1)C (toluene). Yields the product COC(C[C@@]1(C[C@@H](CC1)C)CNC(=O)OC)=O ([(1R,3R)-1-(methoxycarbonylamino-methyl)-3-methyl-cyclopentyl]-acetic acid methyl ester). The yield is 29.0%. As a reaction SMILES: [CH3:1][O:2][C:3](=[O:15])[CH2:4][C@@:5]1([CH2:11][N:12]=[C:13]=[O:14])[CH2:9][CH2:8][C@@H:7]([CH3:10])[CH2:6]1.C1(C)C=CC=CC=1.[CH3:23][OH:24]>>[CH3:1][O:2][C:3](=[O:15])[CH2:4][C@@:5]1([CH2:11][NH:12][C:13]([O:24][CH3:23])=[O:14])[CH2:9][CH2:8][C@@H:7]([CH3:10])[CH2:6]1. Procedure: ((1R,3R)-1-Isocyanatomethyl-3-methyl-cyclopentyl)-acetic acid methyl ester (7.82 g, 37 mmol) was refluxed in methanol (30 mL) and toluene (80 mL) for 17 hours and then allowed to cool to room temperature. The solvent was removed under reduced pressure, and the residue was purified by chromatography (silica gel, heptane to heptane:ether 8:2) to give 2.60 g (29%) of [(1R,3R)-1-(methoxycarbonylamino-methyl)-3-methyl-cyclopentyl]-acetic acid methyl ester;